From a dataset of the Open Reaction Database (ORD), a public repository of structured organic reaction records. describe an organic reaction: reactants, conditions, products, and yield The reactants are Cc1cc(C)c(Br)c(C)c1, [Li]C(C)(C)C, C1CCOC1, COc1ccncc1, CCCCC, [Cl-], O=C1Nc2ccc(Cl)cc2C1=O, [NH4+]. Product: COc1ccncc1C1(O)C(=O)Nc2ccc(Cl)cc21. RXN SMILES: [Br:6][c:7]1[c:8]([CH3:9])[cH:10][c:11]([CH3:12])[cH:13][c:14]1[CH3:15].[C:1]([Li:2])([CH3:3])([CH3:4])[CH3:5].[CH2:43]1[O:44][CH2:45][CH2:46][CH2:47]1.[CH3:16][O:17][c:18]1[cH:19][cH:20][n:21][cH:22][cH:23]1.[CH3:38][CH2:39][CH2:40][CH2:41][CH3:42].[Cl-:36].[Cl:24][c:25]1[cH:26][c:27]2[c:31]([cH:32][cH:33]1)[NH:30][C:29](=[O:34])[C:28]2=[O:35].[NH4+:37]>>[CH3:16][O:17][c:18]1[c:19]([C:28]2([OH:35])[c:27]3[cH:26][c:25]([Cl:24])[cH:33][cH:32][c:31]3[NH:30][C:29]2=[O:34])[cH:20][n:21][cH:22][cH:23]1. Starting materials: CCOC(=O)CCc1c[nH]c2c(-c3noc(-c4ccc(OCC)c(OCC)c4)n3)cccc12, CO, [Na+], C1CCOC1, [OH-], O. The product is CCOc1ccc(-c2nc(-c3cccc4c(CCC(=O)O)c[nH]c34)no2)cc1OCC. As a reaction SMILES: [CH2:1]([CH3:2])[O:3][c:4]1[cH:5][c:6](-[c:13]2[n:14][c:15](-[c:18]3[cH:19][cH:20][cH:21][c:22]4[c:23]([CH2:27][CH2:28][C:29](=[O:30])[O:31][CH2:32][CH3:33])[cH:24][nH:25][c:26]34)[n:16][o:17]2)[cH:7][cH:8][c:9]1[O:10][CH2:11][CH3:12].[CH3:41][OH:42].[Na+:35].[O:36]1[CH2:37][CH2:38][CH2:39][CH2:40]1.[OH-:34].[OH2:43]>>[CH2:1]([CH3:2])[O:3][c:4]1[cH:5][c:6](-[c:13]2[n:14][c:15](-[c:18]3[cH:19][cH:20][cH:21][c:22]4[c:23]([CH2:27][CH2:28][C:29](=[O:30])[OH:31])[cH:24][nH:25][c:26]34)[n:16][o:17]2)[cH:7][cH:8][c:9]1[O:10][CH2:11][CH3:12]. Starting materials: C(C)(C)(C)OC(=O)N1C(C=2N(CC1)C(=NC2)CC)CCC2=C(C=C(C(=C2)F)C(F)(F)F)F (8-[2-(2,5-difluoro-4-trifluoromethyl-phenyl)-ethyl]-3-ethyl-5,6-dihydro-8H-imidazo[1,5-a]pyrazine-7-carboxylic acid tert-butyl ester), ClN1C(CCC1=O)=O (N-chlorosuccinimide). The solvent is CC#N (MeCN), CC#N (MeCN), CC(OCC)=O (EA). Run at temperature 70 celsius. Yields the product C(C)(C)(C)OC(=O)N1C(C=2N(CC1)C(=NC2Cl)CC)CCC2=C(C=C(C(=C2)F)C(F)(F)F)F (1-chloro-8-[2-(2,5-difluoro-4-trifluoromethyl-phenyl)-ethyl]-3-ethyl-5,6-dihydro-8H-imidazo[1,5-a]pyrazine-7-carboxylic acid tert-butyl ester). As a reaction SMILES: [C:1]([O:5][C:6]([N:8]1[CH2:13][CH2:12][N:11]2[C:14]([CH2:17][CH3:18])=[N:15][CH:16]=[C:10]2[CH:9]1[CH2:19][CH2:20][C:21]1[CH:26]=[C:25]([F:27])[C:24]([C:28]([F:31])([F:30])[F:29])=[CH:23][C:22]=1[F:32])=[O:7])([CH3:4])([CH3:3])[CH3:2].[Cl:33]N1C(=O)CCC1=O>CC#N.CC(=O)OCC>[C:1]([O:5][C:6]([N:8]1[CH2:13][CH2:12][N:11]2[C:14]([CH2:17][CH3:18])=[N:15][C:16]([Cl:33])=[C:10]2[CH:9]1[CH2:19][CH2:20][C:21]1[CH:26]=[C:25]([F:27])[C:24]([C:28]([F:30])([F:31])[F:29])=[CH:23][C:22]=1[F:32])=[O:7])([CH3:2])([CH3:3])[CH3:4]. Procedure details: To a yellow homogeneous solution of 8-[2-(2,5-difluoro-4-trifluoromethyl-phenyl)-ethyl]-3-ethyl-5,6-dihydro-8H-imidazo[1,5-a]pyrazine-7-carboxylic acid tert-butyl ester (1.400 g; 3.047 mmol) in anhydrous MeCN (50 ml) was added dropwise, at rt, a solution of N-chlorosuccinimide (0.407 g; 3.047 mmol; 1 eq.) in anhydrous MeCN (25 ml). The resulting solution was then heated to 70° C., under nitrogen, for 3 h30. Concentration to dryness afforded a yellow oily residue which was dissolved in EA (150 ml... The reactants are ClC=1C=C(C(=O)NN(C(=O)NCC)C(C)(C)C)C=CC1 (1-(3-chloro-benzoyl)-2-t-butyl-4-ethyl semicarbazide). Solvent: [OH-].[K+] (potassium hydroxide). Product: C(C)(C)(C)N1N=C(N(C1=O)CC)C1=CC(=CC=C1)Cl (1-t-Butyl-3-(3-chlorophenyl)-4-ethyl-1,2,4-triazolin-5-one). The yield is 6.4%. RXN SMILES: [Cl:1][C:2]1[CH:3]=[C:4]([CH:18]=[CH:19][CH:20]=1)[C:5]([NH:7][N:8]([C:14]([CH3:17])([CH3:16])[CH3:15])[C:9]([NH:11][CH2:12][CH3:13])=[O:10])=O>[OH-].[K+]>[C:14]([N:8]1[C:9](=[O:10])[N:11]([CH2:12][CH3:13])[C:5]([C:4]2[CH:18]=[CH:19][CH:20]=[C:2]([Cl:1])[CH:3]=2)=[N:7]1)([CH3:17])([CH3:16])[CH3:15] |f:1.2|. Reported procedure: A solution of 1-(3-chloro-benzoyl)-2-t-butyl-4-ethyl semicarbazide (2.0 g, 0.067 mole) in 5% potassium hydroxide (40 mL) was refluxed for 20 hours, then cooled to room temperature and extracted with ethyl acetate (3×60 mL). The combined organic layers were washed with water (100 mL) and brine (100 mL), dried with sodium sulfate and filtered. The solvent was removed in vacuo to give a yellow liquid (1.2 g, 64% yield). The reactants are ClC=1C=C(CNC(=O)NC=2SC=C(N2)CI)C=CC1Cl (1-(3,4-dichloro-benzyl)-3-(4-iodomethyl-thiazol-2-yl)-urea), NaSO3, ClC=1C=C(CNC(=O)NC=2SC=C(N2)CI)C=CC1Cl (1-(3,4-dichloro-benzyl)-3-(4-iodomethyl-thiazol-2-yl)-urea), NCCO (2-Amino-ethanol). Run in O1CCCC1 (tetrahydrofuran). The product is ClC=1C=C(CNC(=O)NC=2SC=C(N2)CNCCO)C=CC1Cl (1-(3,4-dichlorobenzyl)-3-(4-((2-hydroxyethylamino)methyl)thiazol-2-yl)urea). Run at time 8 hour. Reported procedure: 1-(3,4-Dichloro-benzyl)-3-(4-iodomethyl-thiazol-2-yl)-urea (Intermediate 6, 0.3 mmol) was taken up in tetrahydrofuran (5 ml) and 2-Amino-ethanol (20 eq.) was added. The reaction was stirred overnight at room temperature. Added a saturated solution of NaSO3 (40 ml). Extracted this with EtOAc twice. The combined organic extracts were dried over Na2SO4, filtered and solvent removed in vacuo to give the title compound a solid. As a reaction SMILES: [Cl:1][C:2]1[CH:3]=[C:4]([CH:17]=[CH:18][C:19]=1[Cl:20])[CH2:5][NH:6][C:7]([NH:9][C:10]1[S:11][CH:12]=[C:13]([CH2:15]I)[N:14]=1)=[O:8].[NH2:21][CH2:22][CH2:23][OH:24]>O1CCCC1>[Cl:1][C:2]1[CH:3]=[C:4]([CH:17]=[CH:18][C:19]=1[Cl:20])[CH2:5][NH:6][C:7]([NH:9][C:10]1[S:11][CH:12]=[C:13]([CH2:15][NH:21][CH2:22][CH2:23][OH:24])[N:14]=1)=[O:8]. Reactants: N1=CN=C2NC=NC2=C1N[C@@H](C)C=1N(C(C2=C(C=CC=C2C1)Cl)=O)C1=CC=CC=C1 ((S)-3-(1-((9H-purin-6-yl)amino)ethyl)-8-chloro-2-phenylisoquinolin-1(2H)-one), N1CCCC1 (pyrrolidine). Run in O1CCOCC1 (1,4-dioxane). Run at temperature 135 celsius, time 17 hour. The product is N1=CN=C2NC=NC2=C1N[C@@H](C)C=1N(C(C2=C(C=CC=C2C1)N1CCCC1)=O)C1=CC=CC=C1 ((S)-3-(1-((9H-purin-6-yl)amino)ethyl)-2-phenyl-8-(pyrrolidin-1-yl)isoquinolin-1(2H)-one). RXN SMILES: [N:1]1[C:9]([NH:10][C@H:11]([C:13]2[N:14]([C:25]3[CH:30]=[CH:29][CH:28]=[CH:27][CH:26]=3)[C:15](=[O:24])[C:16]3[C:21]([CH:22]=2)=[CH:20][CH:19]=[CH:18][C:17]=3Cl)[CH3:12])=[C:8]2[C:4]([NH:5][CH:6]=[N:7]2)=[N:3][CH:2]=1.[NH:31]1[CH2:35][CH2:34][CH2:33][CH2:32]1>O1CCOCC1>[N:1]1[C:9]([NH:10][C@H:11]([C:13]2[N:14]([C:25]3[CH:30]=[CH:29][CH:28]=[CH:27][CH:26]=3)[C:15](=[O:24])[C:16]3[C:21]([CH:22]=2)=[CH:20][CH:19]=[CH:18][C:17]=3[N:31]2[CH2:35][CH2:34][CH2:33][CH2:32]2)[CH3:12])=[C:8]2[C:4]([NH:5][CH:6]=[N:7]2)=[N:3][CH:2]=1. Procedure: To a solution of (S)-3-(1-((9H-purin-6-yl)amino)ethyl)-8-chloro-2-phenylisoquinolin-1(2H)-one (3) (100 mg, 0.24 mmol) in 1,4-dioxane (3 mL) in a sealed tube, pyrrolidine (1.25 mL, excess amount) was added and the resulting mixture was stirred at 135° C. for 17 h. The mixture was allowed to cool to RT, partitioned between ethyl acetate and water. The organic layer was washed with brine, dried over Na2SO4 and filtered. The filtrate was concentrated in vacuo and the residue was purified by ISCO (si...